This data is from the Open Reaction Database (ORD), a public repository of structured organic reaction records. The task is: describe an organic reaction: reactants, conditions, products, and yield The reactants are Clc1cccc(Br)c1, CC(C)=O, [Na+], O=C([O-])O. Yields the product Oc1cc(Cl)cc(Br)c1. RXN SMILES: [Br:1][c:2]1[cH:3][c:4]([Cl:8])[cH:5][cH:6][cH:7]1.[CH3:14][C:15](=[O:16])[CH3:17].[Na+:13].[O-:9][C:10]([OH:11])=[O:12]>>[Br:1][c:2]1[cH:3][c:4]([Cl:8])[cH:5][c:6]([OH:9])[cH:7]1. Starting materials: C(C)S(=O)(=O)NCC1=C(C=C(C=C1)C(C(=O)OCC)C)F (ethyl 2-(4-(ethylsulfonamidomethyl)-3-fluorophenyl)propanoate), ethyl-2-chloro propionate, C(=O)(C(F)(F)F)O (TFA). The reagents and catalysts are [Mn] (manganese). The solvent is CN(C)C=O (DMF). Run at temperature 65 celsius, time 1 day. The product is C(C)S(=O)(=O)NCC1=C(C=C(C=C1)C(C(=O)O)C)F (2-(4-(ethyl-sulfonamidomethyl)-3-fluorophenyl)propanoic acid). Reaction SMILES: [CH2:1]([S:3]([NH:6][CH2:7][C:8]1[CH:13]=[CH:12][C:11]([CH:14]([CH3:20])[C:15]([O:17]CC)=[O:16])=[CH:10][C:9]=1[F:21])(=[O:5])=[O:4])[CH3:2].C(O)(C(F)(F)F)=O>CN(C=O)C.[Mn]>[CH2:1]([S:3]([NH:6][CH2:7][C:8]1[CH:13]=[CH:12][C:11]([CH:14]([CH3:20])[C:15]([OH:17])=[O:16])=[CH:10][C:9]=1[F:21])(=[O:5])=[O:4])[CH3:2]. Reported procedure: To a solution of ethyl 2-(4-(ethylsulfonamidomethyl)-3-fluorophenyl)propanoate (305 mg, 1.03 mmol) in DMF, manganese (113 mg, 2.06 mmol), NiBr2bipy (27 mg, 0.07 mmol), ethyl-2-chloro propionate (0.17 mL, 1.34 mmol) was added, followed by addition of TFA (0.002 mL, 0.028 mmol). The mixture was stirred for 1 day at 65° C. The reaction mixture was quenched by conc. HCl (7-drops) and then extracted with diethyl ether, dried (MgSO4) and the solvent was evaporated in vacuo. The residue was purified by...